From a dataset of the Open Reaction Database (ORD), a public repository of structured organic reaction records. describe an organic reaction: reactants, conditions, products, and yield Starting materials: BrC1=CC=C(CBr)C=C1 (4-bromobenzyl bromide), P(OCC)(OCC)OCC (triethyl phosphite). Reaction conditions: temperature 140 celsius. The product is C(C)OP(OCC1=CC=C(C=C1)Br)OCC (phosphorous acid-4-bromobenzyl diethylester). Reaction SMILES: [Br:1][C:2]1[CH:9]=[CH:8][C:5]([CH2:6]Br)=[CH:4][CH:3]=1.[P:10]([O:17]CC)([O:14][CH2:15][CH3:16])[O:11][CH2:12][CH3:13]>>[CH2:12]([O:11][P:10]([O:14][CH2:15][CH3:16])[O:17][CH2:6][C:5]1[CH:8]=[CH:9][C:2]([Br:1])=[CH:3][CH:4]=1)[CH3:13]. Procedure: A reaction vessel was loaded with 4-bromobenzyl bromide and 1 equivalent of triethyl phosphite. The content of the chamber was heated to 140° C. for 6 hours with stirring. Excess triethyl phosphite was removed from the mixture by vacuum distillation to yield phosphorous acid-4-bromobenzyl diethylester. One equivalent of cyclohexanone and 1.2 equivalent of sodium hydride in a mixed solvent of toluene-dimethylsulfoxide were reacted with the phosphorous acid-4-bromobenzyl diethyl ester whith heatin... Reactants: [OH-].[Na+] (sodium hydroxide), solution, S(O)(O)(=O)=O (sulphuric acid), COC=1C=C(C=CC1)C(CC)(O)C1=C(C=CC=C1)C (1-(3-methoxyphenyl)-1-(2-methylphenyl)-1-propanol). Run in C(C)(C)O (isopropanol). Product: COC=1C=C(C=CC1)C(=CC)C1=C(C=CC=C1)C (1-(3-methoxy-phenyl)-1-(2-methylphenyl)-1-propene). The yield is 77.2%. Reaction SMILES: [CH3:1][O:2][C:3]1[CH:4]=[C:5]([C:9]([C:13]2[CH:18]=[CH:17][CH:16]=[CH:15][C:14]=2[CH3:19])(O)[CH2:10][CH3:11])[CH:6]=[CH:7][CH:8]=1.S(=O)(=O)(O)O.[OH-].[Na+]>C(O)(C)C>[CH3:1][O:2][C:3]1[CH:4]=[C:5]([C:9]([C:13]2[CH:18]=[CH:17][CH:16]=[CH:15][C:14]=2[CH3:19])=[CH:10][CH3:11])[CH:6]=[CH:7][CH:8]=1 |f:2.3|. Procedure details: A mixture of 1-(3-methoxyphenyl)-1-(2-methylphenyl)-1-propanol (26.2 g, 0.10 mol), isopropanol (300 ml) and a 6 N solution of sulphuric acid (150 ml) was stirred at room temperature for 2 h. The reaction mixture was neutralised with a 4 N sodium hydroxide solution and extracted with ethyl acetate (2×200 ml). The combined organic phases was dried (MgSO4) and the solvent was evaporated in vacuo. The residue was submitted to flash chromatography on silica gel (800 g) using n-heptane as eluent to gi... Starting materials: CO, [K+], CCC(O)(c1ccccc1)c1ccccc1N, CCC(O)(c1ccccc1)c1ccc(Cl)c(N)c1, [OH-]. Product: CCC(O)(c1ccccc1)c1cccc(N)c1. Reaction SMILES: [CH3:36][OH:37].[K+:39].[NH2:19][c:20]1[cH:21][cH:22][cH:23][cH:24][c:25]1[C:26]([CH2:27][CH3:28])([OH:29])[c:30]1[cH:31][cH:32][cH:33][cH:34][cH:35]1.[NH2:1][c:2]1[cH:3][c:4]([C:5]([c:6]2[cH:7][cH:8][cH:9][cH:10][cH:11]2)([OH:12])[CH2:13][CH3:14])[cH:15][cH:16][c:17]1[Cl:18].[OH-:38]>>[NH2:1][c:2]1[cH:3][c:4]([C:5]([c:6]2[cH:7][cH:8][cH:9][cH:10][cH:11]2)([OH:12])[CH2:13][CH3:14])[cH:15][cH:16][cH:17]1. Reactants: [BH4-].[Na+] (Sodium borohydride), solution, C[O-].[Na+] (sodium methoxide), IC1=C(C(=C(N)C=C1)C)C (4-iodo-2,3-dimethyl-aniline), C=O (paraformaldehyde), [OH-].[Na+] (NaOH). Run in CO (methanol), CO (methanol). Reaction conditions: time 17 hour. Product: IC1=C(C(=C(NC)C=C1)C)C (4-iodo-N,2,3-trimethyl-aniline). Isolated yield 88.0%. Reaction SMILES: [CH3:1][O-].[Na+].[I:4][C:5]1[CH:11]=[CH:10][C:8]([NH2:9])=[C:7]([CH3:12])[C:6]=1[CH3:13].C=O.[BH4-].[Na+].[OH-].[Na+]>CO>[I:4][C:5]1[CH:11]=[CH:10][C:8]([NH:9][CH3:1])=[C:7]([CH3:12])[C:6]=1[CH3:13] |f:0.1,4.5,6.7|. Reported procedure: A 28% solution of sodium methoxide in methanol (0.694 ml, 6.07 mmol) was added to a solution of 4-iodo-2,3-dimethyl-aniline (500 mg, 2.02 mmol) and paraformaldehyde (121 mg, 4.05 mmol) in methanol (8.0 ml), and the mixture was stirred at room temperature for 17 hours. Sodium borohydride (153 mg, 4.05 mmol) was further added, and the mixture was stirred at room temperature for four hours. A 1 N aqueous NaOH solution was added to the reaction mixture, followed by extraction with dichloromethane. T... The reactants are O=C([O-])[O-], CNC, Cl, O=N[O-], CCOC(=O)c1c(N)nc(Cc2ccccc2)n1C, [Na+], [Na+], [Na+], O. The product is CCOC(=O)c1c(N=NN(C)C)nc(Cc2ccccc2)n1C. As a reaction SMILES: [C:25](=[O:26])([O-:27])[O-:28].[CH3:31][NH:32][CH3:33].[ClH:20].[N:21]([O-:22])=[O:23].[NH2:1][c:2]1[n:3][c:4]([CH2:13][c:14]2[cH:15][cH:16][cH:17][cH:18][cH:19]2)[n:5]([CH3:12])[c:6]1[C:7](=[O:8])[O:9][CH2:10][CH3:11].[Na+:24].[Na+:29].[Na+:30].[OH2:34]>>[N:1]([c:2]1[n:3][c:4]([CH2:13][c:14]2[cH:15][cH:16][cH:17][cH:18][cH:19]2)[n:5]([CH3:12])[c:6]1[C:7](=[O:8])[O:9][CH2:10][CH3:11])=[N:21][N:32]([CH3:31])[CH3:33]. Starting materials: C(C)(C)(C)C=1C=C(C=C(C1O)/C=N/[C@H]1[C@@H](CCCC1)/N=C/C1=C(C(=CC(=C1)C(C)(C)C)C(C)(C)C)O)C(C(=O)[O-])CCCCCCCCC[Si](C)(OCC)OCC (3-tert-butyl-5-((E)-((1R,2R)-2-((E)-3,5-di-tert-butyl-2-hydroxybenzylideneamino)-cyclohexylimino)methyl)-4-hydroxyphenyl-11-(diethoxy(methyl)-silyl)undecanoate), solution. Run in C(Cl)Cl.CN(C)C=O (CH2Cl2 DMF). Reaction conditions: time 30 minute. Product: C1=C/C(=C/NCCN/C=C/2\C(=O)C=CC=C2)/C(=O)C=C1 (Salen Ligand). Reaction SMILES: C([C:5]1[CH:6]=[C:7](C(CCCCCCCCC[Si](OCC)(OCC)C)C([O-])=O)[CH:8]=[C:9](/[CH:12]=[N:13]/[C@@H:14]2CCCC[C@H:15]2/[N:20]=[CH:21]/[C:22]2[CH:27]=[C:26](C(C)(C)C)[CH:25]=[C:24](C(C)(C)C)[C:23]=2[OH:36])[C:10]=1[OH:11])(C)(C)C>C(Cl)Cl.CN(C=O)C>[CH:26]1[CH:25]=[CH:24][C:23](=[O:36])/[C:22](=[CH:21]\[NH:20][CH2:15][CH2:14][NH:13]/[CH:12]=[C:9]2\[C:10]([CH:5]=[CH:6][CH:7]=[CH:8]\2)=[O:11])/[CH:27]=1 |f:1.2|. Reported procedure: In a 50 mL flask was placed amorphous silica gel (0.320 g; 200 m2/g, fully hydroxylated; previously activated in a 100° C. vacuum oven for 20 hrs). Monomeric salen ligand 5 (2.31 mL; as a 0.0411 M solution in 2:1 CH2Cl2/DMF, 0.095 mmol) was syringed on top of the silica. The sides of the flask were rinsed with 1 mL CH2Cl2 and the slurry was stirred under nitrogen at room temperature for 30 min. Vacuum was applied on the mixture to evaporate CH2Cl2 and most of the DMF, after which the flask was p... Starting materials: Cl.C(C)(C)NCC(=O)C1=CC(=C(C=C1)O)O (3,4-dihydroxyphenyl isopropylaminomethyl ketone hydrochloride), CC1(CC(C1)C(=O)Cl)C (3,3-dimethylcyclobutanecarbonyl chloride), [Cl-] (chloride). Product: C(C)(C)NCC(=O)C1=CC(=C(C=C1)OC(=O)C1CC(C1)(C)C)O (3-hydroxy-4-(3,3-dimethylcyclobutanecarbonyloxy)phenyl isopropylaminomethyl ketone). Reaction SMILES: Cl.[CH:2]([NH:5][CH2:6][C:7]([C:9]1[CH:14]=[CH:13][C:12]([OH:15])=[C:11]([OH:16])[CH:10]=1)=[O:8])([CH3:4])[CH3:3].[CH3:17][C:18]1([CH3:25])[CH2:21][CH:20]([C:22](Cl)=[O:23])[CH2:19]1.[Cl-]>>[CH:2]([NH:5][CH2:6][C:7]([C:9]1[CH:14]=[CH:13][C:12]([O:15][C:22]([CH:20]2[CH2:21][C:18]([CH3:25])([CH3:17])[CH2:19]2)=[O:23])=[C:11]([OH:16])[CH:10]=1)=[O:8])([CH3:4])[CH3:3] |f:0.1|. Reported procedure: Following the procedure described above in Example 58A but using 3,4-dihydroxyphenyl isopropylaminomethyl ketone hydrochloride instead of 3,4-dihydroxyphenyl tert-butylaminomethyl ketone hydrochloride and 3,3-dimethylcyclobutanecarbonyl chloride instead of isovalery chloride, there is obtained 3-hydroxy-4-(3,3-dimethylcyclobutanecarbonyloxy)phenyl isopropylaminomethyl ketone; and by interaction of this base with hydrochloric acid there is obtained the hydrochloride salt. When this hydrochloride ... The reactants are ClC1=C2C(C(NC2=CC=C1Cl)=O)=O (4,5-dichloroisatin), C(C)(=O)O (acetic acid). Reagents/catalysts: [O-2].[O-2].[O-2].[Cr+6] (chromium trioxide). Solvent: C(C)(=O)OC(C)=O (acetic anhydride). The product is ClC1=CC=C2C(C(=O)OC(N2)=O)=C1Cl (5,6-dichloroisatoic acid anhydride). As a reaction SMILES: [Cl:1][C:2]1[C:10]([Cl:11])=[CH:9][CH:8]=[C:7]2[C:3]=1[C:4](=[O:13])[C:5](=[O:12])[NH:6]2.C(O)(=[O:16])C>C(OC(=O)C)(=O)C.[O-2].[O-2].[O-2].[Cr+6]>[Cl:11][C:10]1[C:2]([Cl:1])=[C:3]2[C:4]([O:12][C:5](=[O:16])[NH:6][C:7]2=[CH:8][CH:9]=1)=[O:13] |f:3.4.5.6|. Procedure: 49 g (0.226 mol) of 4,5-dichloroisatin are suspended in 200 ml of acetic acid and 200 ml of acetic anhydride, treated over a period of 50 minutes at a temperature between 80° and 90° with 37.65 g (0.376 mol) of chromium trioxide and the mixture is subsequently cooled to 5°. The precipitated material is filtered off under suction, washed with water and dried. There is obtained 5,6-dichloroisatoic acid anhydride of melting point 280°-283°. Starting materials: CN1CCNCC1 (N-Methylpiperazine), C(C1=CC=CC=C1)OC(=O)N1CC2=CC=C(C=C2C1)CO (5-hydroxymethyl-1,3-dihydro-isoindole-2-carboxylic acid benzyl ester), Cl (HCl), C(=O)([O-])[O-].[K+].[K+] (K2CO3), C(C)(=O)O[BH-](OC(C)=O)OC(C)=O.[Na+] (sodium triacetoxyborohydride). The reagents and catalysts are [O-2].[O-2].[Mn+4] (manganese dioxide), [O-2].[O-2].[Mn+4] (manganese dioxide). The solvent is C(Cl)Cl (DCM), C(C)(=O)O (acetic acid), O (water). Conditions: time 6 hour. The product is Cl.Cl.Cl.CN1CCN(CC1)CC=1C=C2CNCC2=CC1 (5-(4-Methylpiperazin-1-ylmethyl)-2,3-dihydro-1H-isoindole trihydrochloride). Isolated yield 158.9%. RXN SMILES: C(OC([N:11]1[CH2:19][C:18]2[C:13](=[CH:14][CH:15]=[C:16]([CH2:20]O)[CH:17]=2)[CH2:12]1)=O)C1C=CC=CC=1.[CH3:22][N:23]1[CH2:28][CH2:27][NH:26][CH2:25][CH2:24]1.C(O[BH-](OC(=O)C)OC(=O)C)(=O)C.[Na+].[ClH:43].C([O-])([O-])=O.[K+].[K+]>C(Cl)Cl.[O-2].[O-2].[Mn+4].O.C(O)(=O)C>[ClH:43].[ClH:43].[ClH:43].[CH3:22][N:23]1[CH2:28][CH2:27][N:26]([CH2:20][C:16]2[CH:17]=[C:18]3[C:13](=[CH:14][CH:15]=2)[CH2:12][NH:11][CH2:19]3)[CH2:25][CH2:24]1 |f:2.3,5.6.7,9.10.11,14.15.16.17|. Procedure details: To a suspension of manganese dioxide (15.5 g, 178 mmol) in DCM (100 mL) was added 5-hydroxymethyl-1,3-dihydro-isoindole-2-carboxylic acid benzyl ester (3.35 g, 11.8 mmol) and after 6 h stirring at RT a further addition of manganese dioxide (5 g, 57 mmol) was made. After a further 1 h stirring at RT Celite (7 g) was added and the solution was filtered through a bed of Celite™ giving a clear pale yellow solution. The Celite™ was washed with DCM and the volume of the combined organic solution adjus... Reactants: C(C)(=O)OCC (ethyl acetate), C1(CC1)S(=O)(=NS(=O)(=O)CC[Si](C)(C)C)C1=CC=C(C=C1)[N+](=O)[O-] ((RS)-S-cyclopropyl-S-(4-nitrophenyl)-N-[2-(trimethylsilyl)ethyl-sulfonyl]sulfoximide), [OH-].[Na+] (sodium hydroxide), Cl (hydrochloric acid). Reagents/catalysts: [Cl-].[Ti+3].[Cl-].[Cl-] (titanium(III) chloride). The solvent is O1CCCC1 (tetrahydrofuran). Conditions: time 16 hour. The product is NC1=CC=C(C=C1)S(=O)(=NS(=O)(=O)CC[Si](C)(C)C)C1CC1 ((RS)-S-(4-aminophenyl)-S-cyclopropyl-N-[2-(trimethylsilyl)ethylsulfonyl]sulfoximide). Yield: 72.8%. Reaction SMILES: [CH:1]1([S:4]([C:16]2[CH:21]=[CH:20][C:19]([N+:22]([O-])=O)=[CH:18][CH:17]=2)(=[N:6][S:7]([CH2:10][CH2:11][Si:12]([CH3:15])([CH3:14])[CH3:13])(=[O:9])=[O:8])=[O:5])[CH2:3][CH2:2]1.Cl.[OH-].[Na+].C(OCC)(=O)C>O1CCCC1.[Cl-].[Ti+3].[Cl-].[Cl-]>[NH2:22][C:19]1[CH:20]=[CH:21][C:16]([S:4]([CH:1]2[CH2:3][CH2:2]2)(=[N:6][S:7]([CH2:10][CH2:11][Si:12]([CH3:14])([CH3:15])[CH3:13])(=[O:8])=[O:9])=[O:5])=[CH:17][CH:18]=1 |f:2.3,6.7.8.9|. Procedure details: 320 mg of (RS)-S-cyclopropyl-S-(4-nitrophenyl)-N-[2-(trimethylsilyl)ethyl-sulfonyl]sulfoximide is dissolved in 5 ml of tetrahydrofuran. While being cooled with ice, 7.2 ml of an approximately 10% by weight solution of titanium(III) chloride in 20-30% by weight of hydrochloric acid is added in drops. The solution is stirred for 16 hours at room temperature and poured onto ice. The pH is set at 8-9 with 15% sodium hydroxide solution. After ethyl acetate is added, the mixture is vigorously stirred....